From a dataset of the Open Reaction Database (ORD), a public repository of structured organic reaction records. describe an organic reaction: reactants, conditions, products, and yield Reactants: CC(C)(C)OC(=O)N1CCN(CC#N)CC1, O=Cc1ccccc1, [H-], [Na+], CN(C)C=O. Yields the product CC(C)(C)OC(=O)N1CCN(C(C#N)=Cc2ccccc2)CC1. RXN SMILES: [C:3](#[N:4])[CH2:5][N:6]1[CH2:7][CH2:8][N:9]([C:12](=[O:13])[O:14][C:15]([CH3:16])([CH3:17])[CH3:18])[CH2:10][CH2:11]1.[CH:19](=[O:20])[c:21]1[cH:22][cH:23][cH:24][cH:25][cH:26]1.[H-:1].[Na+:2].[O:27]=[CH:28][N:29]([CH3:30])[CH3:31]>>[C:3](#[N:4])[C:5]([N:6]1[CH2:7][CH2:8][N:9]([C:12](=[O:13])[O:14][C:15]([CH3:16])([CH3:17])[CH3:18])[CH2:10][CH2:11]1)=[CH:19][c:21]1[cH:22][cH:23][cH:24][cH:25][cH:26]1. Run in C1CCOC1 (THF). Reaction SMILES: [CH2:1]([O:3][C:4](=[O:12])[CH2:5][N:6]1[CH:10]=[CH:9][C:8]([NH2:11])=[N:7]1)[CH3:2].[Cl:13][C:14]1[CH:22]=[CH:21][C:17]([C:18](O)=[O:19])=[CH:16][CH:15]=1>C1COCC1>[CH2:1]([O:3][C:4](=[O:12])[CH2:5][N:6]1[CH:10]=[CH:9][C:8]([NH:11][C:18](=[O:19])[C:17]2[CH:21]=[CH:22][C:14]([Cl:13])=[CH:15][CH:16]=2)=[N:7]1)[CH3:2]. Product: C(C)OC(CN1N=C(C=C1)NC(C1=CC=C(C=C1)Cl)=O)=O ([3-(4-chloro-benzoylamino)-pyrazol-1-yl]-acetic acid ethyl ester). Procedure details: 59.1 Using general method A, with THF instead of DMF as solvent, (3-amino-pyrazol-1-yl)-acetic acid ethyl ester (example 57.1) was coupled with 4-chlorobenzoic acid to give [3-(4-chloro-benzoylamino)-pyrazol-1-yl]-acetic acid ethyl ester. Off-white solid. MS 308.3 ([M+H]+) The reactants are C(C)OC(CN1N=C(C=C1)N)=O ((3-amino-pyrazol-1-yl)-acetic acid ethyl ester), ClC1=CC=C(C(=O)O)C=C1 (4-chlorobenzoic acid).